From a dataset of the Open Reaction Database (ORD), a public repository of structured organic reaction records. describe an organic reaction: reactants, conditions, products, and yield Starting materials: O=C(O)c1cccc(C(=O)c2ccccc2)c1, CN(C)C=O, O=C(Cl)C(=O)Cl, ClCCl. Product: O=C(Cl)c1cccc(C(=O)c2ccccc2)c1. Reaction SMILES: [C:1]([c:2]1[cH:3][cH:4][cH:5][cH:6][cH:7]1)(=[O:8])[c:9]1[cH:10][c:11]([C:12](=[O:13])[OH:14])[cH:15][cH:16][cH:17]1.[CH3:24][N:25]([CH3:26])[CH:27]=[O:28].[Cl:18][C:19]([C:20]([Cl:21])=[O:22])=[O:23].[Cl:29][CH2:30][Cl:31]>>[C:1]([c:2]1[cH:3][cH:4][cH:5][cH:6][cH:7]1)(=[O:8])[c:9]1[cH:10][c:11]([C:12](=[O:13])[Cl:18])[cH:15][cH:16][cH:17]1. Starting materials: CC1=C(C(=NO1)C1=CC=CC=C1)C(=O)NN (5-methyl-3-phenyl-isoxazole-4-carboxylic acid hydrazide), C(C1=CC=CC=C1)OC1=C(C(=O)O)C=CC=C1 (2-benzyloxybenzoic acid). The product is C(C1=CC=CC=C1)OC1=C(C=CC=C1)C=1OC(=NN1)C=1C(=NOC1C)C1=CC=CC=C1 (2-(2-Benzyloxy-phenyl)-5-(5-methyl-3-phenyi-isoxazol-4-yl)[-1,3,4]oxadiazole). The yield is 29.0%. RXN SMILES: [CH3:1][C:2]1[O:6][N:5]=[C:4]([C:7]2[CH:12]=[CH:11][CH:10]=[CH:9][CH:8]=2)[C:3]=1[C:13]([NH:15][NH2:16])=[O:14].[CH2:17]([O:24][C:25]1[CH:33]=[CH:32][CH:31]=[CH:30][C:26]=1[C:27](O)=O)[C:18]1[CH:23]=[CH:22][CH:21]=[CH:20][CH:19]=1>>[CH2:17]([O:24][C:25]1[CH:33]=[CH:32][CH:31]=[CH:30][C:26]=1[C:27]1[O:14][C:13]([C:3]2[C:4]([C:7]3[CH:12]=[CH:11][CH:10]=[CH:9][CH:8]=3)=[N:5][O:6][C:2]=2[CH3:1])=[N:15][N:16]=1)[C:18]1[CH:19]=[CH:20][CH:21]=[CH:22][CH:23]=1. Reported procedure: As described for example 2, 5-methyl-3-phenyl-isoxazole-4-carboxylic acid hydrazide (200 mg, 0.92 mmol) was converted using 2-benzyloxybenzoic acid instead of o-toluic acid to the title compound (SiO2, heptane:ethyl acetate:dichloromethane=70:10:20 to 40:40:20, 109 mg, 29%) which was obtained as a white solid. MS: m/e=410.1 [M+H]+. Reaction conditions: time 2 hour. The reactants are CN(C=NS(=O)(=O)C1=C(C=CC=C1)C(CC(C(F)(F)F)O)(C)C)C (N-[1-dimethylaminomethylidene]-2-(4,4,4-trifluoro-3-hydroxy-1,1-dimethylbutyl)benzenesulfonamide), CC(=O)OI1(C=2C=CC=CC2C(=O)O1)(OC(=O)C)OC(=O)C (Dess-Martin periodinane). Run in ClCCl (dichloromethane). Reported procedure: To a round bottom flask was added N-[1-dimethylaminomethylidene]-2-(4,4,4-trifluoro-3-hydroxy-1,1-dimethylbutyl)benzenesulfonamide (367 mg, 1.00 mmol) in 25 mL of dry dichloromethane, followed by the addition of Dess-Martin periodinane (600 mg, 1.42 mmol). The reaction mixture was stirred at room temperature for 2 hours. The reaction mixture was quenched with 50 mL of saturated aqueous sodium bicarbonate solution and extracted with 250 mL of ethyl acetate. The organic layer was separated, washed... The yield is 94.7%. The product is CN(C=NS(=O)(=O)C1=C(C=CC=C1)C(CC(C(F)(F)F)=O)(C)C)C (N-[1-dimethylaminomethylidene]-2-(4,4,4-trifluoro-1,1-dimethyl-3-oxobutyl)benzenesulfonamide). RXN SMILES: [CH3:1][N:2]([CH3:24])[CH:3]=[N:4][S:5]([C:8]1[CH:13]=[CH:12][CH:11]=[CH:10][C:9]=1[C:14]([CH3:23])([CH3:22])[CH2:15][CH:16]([OH:21])[C:17]([F:20])([F:19])[F:18])(=[O:7])=[O:6].CC(OI1(OC(C)=O)(OC(C)=O)OC(=O)C2C=CC=CC1=2)=O>ClCCl>[CH3:24][N:2]([CH3:1])[CH:3]=[N:4][S:5]([C:8]1[CH:13]=[CH:12][CH:11]=[CH:10][C:9]=1[C:14]([CH3:22])([CH3:23])[CH2:15][C:16](=[O:21])[C:17]([F:18])([F:19])[F:20])(=[O:7])=[O:6]. Starting materials: C(C1=CC=CC=C1)=C1C[C@]2(CCN(C[C@@H]2CC1)CC)C1=CC(=CC=C1)OC ((±)-trans-6-benzylidene-1,2,3,4,4a,5,6,7,8,8a-decahydro-2-ethyl4a-(3-methoxyphenyl)isoquinoline), [Na+].[I-] (NaI), Cl[Si](C)(C)C (chlorotrimethylsilane). The solvent is C(C)#N (acetonitrile). Yields the product C(C1=CC=CC=C1)C=1C[C@]2(CCN(C[C@@H]2CC1)CC)C1=CC(=CC=C1)O ((±)-trans-6-Benzyl-2-ethyl-4a-(3-hydroxyphenyl)-1,2,3,4,4a,5,8,8a-octahydroisoquinoline). Isolated yield 10.0%. Reaction SMILES: [CH:1](=[C:8]1[CH2:17][CH2:16][C@@H:15]2[C@:10]([C:20]3[CH:25]=[CH:24][CH:23]=[C:22]([O:26]C)[CH:21]=3)([CH2:11][CH2:12][N:13]([CH2:18][CH3:19])[CH2:14]2)[CH2:9]1)[C:2]1[CH:7]=[CH:6][CH:5]=[CH:4][CH:3]=1.[Na+].[I-].Cl[Si](C)(C)C>C(#N)C>[CH2:1]([C:8]1[CH2:9][C@:10]2([C:20]3[CH:25]=[CH:24][CH:23]=[C:22]([OH:26])[CH:21]=3)[C@@H:15]([CH2:16][CH:17]=1)[CH2:14][N:13]([CH2:18][CH3:19])[CH2:12][CH2:11]2)[C:2]1[CH:3]=[CH:4][CH:5]=[CH:6][CH:7]=1 |f:1.2|. Reported procedure: The reaction was conducted as described in Example 10, using 0.93 g (2.6 mmol) of (±)-trans-6-benzylidene-1,2,3,4,4a,5,6,7,8,8a-decahydro-2-ethyl4a-(3-methoxyphenyl)isoquinoline, 1.54 g (10.3 mmol) of NaI, 1.3 ml (10.3 mmol) of chlorotrimethylsilane and 20 ml of acetonitrile. The crude reaction mixture was purified by flash chromatography, eluting with a mixture CH2Cl2 /MeOH/conc. NH4OH 90:7:0.7 respectively. The resulting solid was crystallised from Et2O, yielding 0.09 g of the title compound. ... Starting materials: C(=O)([O-])[O-].[Na+].[Na+] (Na2CO3), O=C1CCC(CC1)N1C(NC2=C1C=CC=C2)=O (1,3-dihydro-1-(4-oxocyclohexyl)-2H-benzimidazol-2-one), N1=CC(=CC=C1)C(=O)NC1CCNCC1 (4-(3-pyridinecarbonylamino)piperidine), C(C)(=O)O[BH-](OC(C)=O)OC(C)=O.[Na+] (sodium triacetoxyborohydride). Run in C(Cl)(Cl)Cl (chloroform), C(C)(=O)O (acetic acid), ClCCCl (1,2-dichloroethane). Run at time 48 hour. Yields the product N1=CC=CC(=C1)C(=O)NC1CCN(CC1)[C@@H]1CC[C@H](CC1)N1C(NC2=C1C=CC=C2)=O (1,3-dihydro-1-{trans-4-[4-(5-pyridinecarbonylamino)piperidin-1-yl]-1-cyclohexyl}-2H-benzimidazol-2-one). Yield: 6.3%. RXN SMILES: O=[C:2]1[CH2:7][CH2:6][CH:5]([N:8]2[C:12]3[CH:13]=[CH:14][CH:15]=[CH:16][C:11]=3[NH:10][C:9]2=[O:17])[CH2:4][CH2:3]1.[N:18]1[CH:23]=[CH:22][CH:21]=[C:20]([C:24]([NH:26][CH:27]2[CH2:32][CH2:31][NH:30][CH2:29][CH2:28]2)=[O:25])[CH:19]=1.C(O[BH-](OC(=O)C)OC(=O)C)(=O)C.[Na+].C([O-])([O-])=O.[Na+].[Na+]>C(Cl)(Cl)Cl.C(O)(=O)C.ClCCCl>[N:18]1[CH:19]=[C:20]([C:24]([NH:26][CH:27]2[CH2:28][CH2:29][N:30]([C@H:2]3[CH2:7][CH2:6][C@H:5]([N:8]4[C:12]5[CH:13]=[CH:14][CH:15]=[CH:16][C:11]=5[NH:10][C:9]4=[O:17])[CH2:4][CH2:3]3)[CH2:31][CH2:32]2)=[O:25])[CH:21]=[CH:22][CH:23]=1 |f:2.3,4.5.6|. Reported procedure: A mixture of 0.13 g of 1,3-dihydro-1-(4-oxocyclohexyl)-2H-benzimidazol-2-one, 0.12 g of 4-(3-pyridinecarbonylamino)piperidine, 5 mL of 1,2-dichloroethane, 0.04 mL of glacial acetic acid and 0.161 g of sodium triacetoxyborohydride was stirred at room temperature for 48 h. The reaction mixture was poured into 50 mL chloroform and 50 mL saturated aqueous Na2CO3 and the layers separated. The aqueous layer was extracted with 2×25 mL of chloroform and the combined organic layers dried over MgSO4 and c...